This data is from the Open Reaction Database (ORD), a public repository of structured organic reaction records. The task is: describe an organic reaction: reactants, conditions, products, and yield Reactants: Compound C, NaH2PO2.H2O, resultant mixture, Cl (HCl), [Li]CCCC (n-BuLi), BrC1=CC=CC2=CC=CC=C12 (bromonaphthalene), BrC1=CC=2C(C3=CC=CC=C3C(C2C=C1)=O)=O (2-bromoanthraquinone). Run in C(C)(=O)O (acetic acid), C1CCOC1 (THF). Reaction conditions: time 1 hour. Product: BrC1=CC2=C(C3=CC=CC=C3C(=C2C=C1)C1=CC=CC2=CC=CC=C12)C1=CC=CC2=CC=CC=C12 (2-bromo-9,10-di(naphthyl)anthracene). RXN SMILES: Br[C:2]1[C:11]2[C:6](=[CH:7][CH:8]=[CH:9][CH:10]=2)[CH:5]=[CH:4][CH:3]=1.[Li][CH2:13][CH2:14][CH2:15][CH3:16].[Br:17][C:18]1[CH:31]=[CH:30][C:29]2[C:28](=O)[C:27]3[C:22](=[CH:23][CH:24]=[CH:25][CH:26]=3)[C:21](=O)[C:20]=2[CH:19]=1.Cl>C(O)(=O)C.C1COCC1>[Br:17][C:18]1[CH:31]=[CH:30][C:29]2[C:20](=[C:21]([C:13]3[C:11]4[C:2](=[CH:3][CH:4]=[CH:5][CH:6]=4)[CH:16]=[CH:15][CH:14]=3)[C:22]3[C:27]([C:28]=2[C:2]2[C:11]4[C:6](=[CH:7][CH:8]=[CH:9][CH:10]=4)[CH:5]=[CH:4][CH:3]=2)=[CH:26][CH:25]=[CH:24][CH:23]=3)[CH:19]=1. Reported procedure: 360 g (1.74 mol) of bromonaphthalene was dissolved with THF in a 5 L flask and the temperature was lowered to −78° C. and 1600 ml (1.6 mol) of 1.6M n-BuLi was slowly added dropwise thereto. The mixture was stirred for one hour, and then 200 g (0.68 mol) of 2-bromoanthraquinone was added thereto in a solid state and then the temperature was slowly raised to room temperature and the resultant mixture was stirred. After 12 hours, 500 ml of 2N HCl(aq) was added thereto. Then, an organic layer was is... The reactants are CC1=CC=C(C=C1)S(=O)(=O)O (Tosic acid), C1(CCCCC1)N(C(CCOCCC1=CC(=CC=C1)CN1CCC2(CN(CCO2)C(=O)C=2N=C(SC2)C)CC1)=O)CC(OC)OC (N-cyclohexyl-N-(2,2-dimethoxyethyl)-3-(3-((4-(2-methylthiazole-4-carbonyl)-1-oxa-4,9-diazaspiro[5.5]undecan-9-yl)methyl)phenethoxy)propanamide), C([O-])(O)=O.[Na+] (Sodium bicarbonate). The solvent is C(Cl)Cl (DCM). Conditions: time 4 hour. Product: C1(CCCCC1)N(C(CCOCCC1=CC(=CC=C1)CN1CCC2(CN(CCO2)C(=O)C=2N=C(SC2)C)CC1)=O)CC=O (N-Cyclohexyl-3-(3-((4-(2-methylthiazole-4-carbonyl)-1-oxa-4,9-diazaspiro[5.5]undecan-9-yl)methyl)phenethoxy)-N-(2-oxoethyl)propanamide). Reaction SMILES: CC1C=CC(S(O)(=O)=O)=CC=1.[CH:12]1([N:18]([CH2:52][CH:53](OC)[O:54]C)[C:19](=[O:51])[CH2:20][CH2:21][O:22][CH2:23][CH2:24][C:25]2[CH:30]=[CH:29][CH:28]=[C:27]([CH2:31][N:32]3[CH2:50][CH2:49][C:35]4([O:40][CH2:39][CH2:38][N:37]([C:41]([C:43]5[N:44]=[C:45]([CH3:48])[S:46][CH:47]=5)=[O:42])[CH2:36]4)[CH2:34][CH2:33]3)[CH:26]=2)[CH2:17][CH2:16][CH2:15][CH2:14][CH2:13]1.C(=O)(O)[O-].[Na+]>C(Cl)Cl>[CH:12]1([N:18]([CH2:52][CH:53]=[O:54])[C:19](=[O:51])[CH2:20][CH2:21][O:22][CH2:23][CH2:24][C:25]2[CH:30]=[CH:29][CH:28]=[C:27]([CH2:31][N:32]3[CH2:50][CH2:49][C:35]4([O:40][CH2:39][CH2:38][N:37]([C:41]([C:43]5[N:44]=[C:45]([CH3:48])[S:46][CH:47]=5)=[O:42])[CH2:36]4)[CH2:34][CH2:33]3)[CH:26]=2)[CH2:17][CH2:16][CH2:15][CH2:14][CH2:13]1 |f:2.3|. Reported procedure: Tosic acid (1384 mg) was added to a solution of N-cyclohexyl-N-(2,2-dimethoxyethyl)-3-(3-((4-(2-methylthiazole-4-carbonyl)-1-oxa-4,9-diazaspiro[5.5]undecan-9-yl)methyl)phenethoxy)propanamide (Example 277, step c) (683 mg) in DCM (10 mL) and the resulting mixture stirred at ambient temperature for 4 h. Sodium bicarbonate solution (saturated, 10 mL) was cautiously added and the mixture stirred until bubbling ceased (10 min). The reaction was diluted with DCM (50 mL) and the aqeuous separated. The ... Starting materials: N#N (N2), solution, CC1(OCCO1)C=1N=C(SC1)CN1N=C(C=C1)[N+](=O)[O-] (4-(2-methyl-[1,3]dioxolan-2-yl)-2-(3-nitro-pyrazol-1-ylmethyl)-thiazole), [NH4+].[Cl-] (NH4Cl). Reagents/catalysts: [Fe] (iron). Solvent: CCO (EtOH), O (water). Conditions: temperature 75 celsius, time 60 minute. Yields the product CC1(OCCO1)C=1N=C(SC1)CN1N=C(C=C1)N (1-[4-(2-Methyl-[1,3]dioxolan-2-yl)-thiazol-2-ylmethyl]-1H-pyrazol-3-ylamine). RXN SMILES: N#N.[CH3:3][C:4]1([C:9]2[N:10]=[C:11]([CH2:14][N:15]3[CH:19]=[CH:18][C:17]([N+:20]([O-])=O)=[N:16]3)[S:12][CH:13]=2)[O:8][CH2:7][CH2:6][O:5]1.[NH4+].[Cl-]>CCO.O.[Fe]>[CH3:3][C:4]1([C:9]2[N:10]=[C:11]([CH2:14][N:15]3[CH:19]=[CH:18][C:17]([NH2:20])=[N:16]3)[S:12][CH:13]=2)[O:8][CH2:7][CH2:6][O:5]1 |f:2.3|. Procedure: In a flame dried round-bottomed flask equipped with a magnetic stir bar and under inert atmosphere (N2), a 0.1M solution of 4-(2-methyl-[1,3]dioxolan-2-yl)-2-(3-nitro-pyrazol-1-ylmethyl)-thiazole (320 mg, 1.08 mmol), iron powder (183 mg, 3.24 mmol) and NH4Cl (292 mg, 5.40 mmol) in a mixture of EtOH (2.0 mL) and water (1.0 mL) was stirred at 75° C. for 60 min. The reaction mixture was filtered while hot and concentrated under reduced pressure. CH2Cl2 (10 mL) was added followed by 1N NaOH (10 mL).... Reactants: C(C)(C)(C)C1=C(C(=CC(=C1)S)C(C)(C)C)O (2.6-di-tert-butyl-4-mercaptophenol), C1(CCCCC1)=O (cyclohexanone). The solvent is CO (methyl alcohol). Product: C(C)(C)(C)C=1C=C(C=C(C1O)C(C)(C)C)SC1(CCCCC1)SC1=CC(=C(C(=C1)C(C)(C)C)O)C(C)(C)C (1,1-Bis(3,5-di-tert-butyl-4-hydroxyphenylthio)cyclohexane). Yield: 92.9%. As a reaction SMILES: [C:1]([C:5]1[CH:10]=[C:9]([SH:11])[CH:8]=[C:7]([C:12]([CH3:15])([CH3:14])[CH3:13])[C:6]=1[OH:16])([CH3:4])([CH3:3])[CH3:2].[C:17]1(=[O:23])[CH2:22][CH2:21][CH2:20][CH2:19][CH2:18]1>CO>[C:1]([C:5]1[CH:10]=[C:9]([S:11][C:9]2([S:11][C:20]3[CH:21]=[C:22]([C:1]([CH3:3])([CH3:2])[CH3:4])[C:17]([OH:23])=[C:18]([C:12]([CH3:15])([CH3:14])[CH3:13])[CH:19]=3)[CH2:10][CH2:5][CH2:6][CH2:7][CH2:8]2)[CH:8]=[C:7]([C:12]([CH3:15])([CH3:14])[CH3:13])[C:6]=1[OH:16])([CH3:4])([CH3:3])[CH3:2]. Procedure details: The procedure of Example 1 was repeated using 28.71 grams of 2.6-di-tert-butyl-4-mercaptophenol, 5.91 grams of cyclohexanone, and 150 ml of methyl alcohol. The product is triturated with methyl alcohol to give 31.17 grams (93.3% yield) of white solid, mp 195°-197° C. Reactants: CC(C)([O-])C.[K+] (potassium tert-butoxide), O (Water), Cl (hydrochloric acid), FC1=C(C=CC(=C1F)OCCC)C1=CC=C(C=C1)C1=CC=C([Se]1)C=O (5-(2′,3′-difluoro-4′-propoxybiphenyl-4-yl)selenophene-2-carbaldehyde). The reagents and catalysts are [Br-].C[P+](C1=CC=CC=C1)(C1=CC=CC=C1)C1=CC=CC=C1 (methyltriphenylphosphonium bromide). Run in C1CCOC1 (THF), C1CCOC1 (THF), C1CCOC1 (THF). Reaction conditions: time 1 hour. The product is FC1=C(C=CC(=C1F)OCCC)C1=CC=C(C=C1)C=1[Se]C(=CC1)C=C (2-(2′,3′-Difluoro-4′-propoxy-biphenyl-4-yl)-5-vinylselenophene). Reaction SMILES: [CH3:1]C(C)([O-])C.[K+].[F:7][C:8]1[C:13]([F:14])=[C:12]([O:15][CH2:16][CH2:17][CH3:18])[CH:11]=[CH:10][C:9]=1[C:19]1[CH:24]=[CH:23][C:22]([C:25]2[Se:29][C:28]([CH:30]=O)=[CH:27][CH:26]=2)=[CH:21][CH:20]=1.O.Cl>[Br-].C[P+](C1C=CC=CC=1)(C1C=CC=CC=1)C1C=CC=CC=1.C1COCC1>[F:7][C:8]1[C:13]([F:14])=[C:12]([O:15][CH2:16][CH2:17][CH3:18])[CH:11]=[CH:10][C:9]=1[C:19]1[CH:20]=[CH:21][C:22]([C:25]2[Se:29][C:28]([CH:30]=[CH2:1])=[CH:27][CH:26]=2)=[CH:23][CH:24]=1 |f:0.1,5.6|. Procedure: 4.50 g (12.6 mmol) of methyltriphenylphosphonium bromide are initially introduced in 50 ml of THF at 0° C., and 1.40 g (12.5 mmol) of potassium tert-butoxide dissolved in 30 ml of THF are added. After 1 h, 4.1 g (10.1 mmol) of 5-(2′,3′-difluoro-4′-propoxybiphenyl-4-yl)selenophene-2-carbaldehyde in 100 ml of THF are added, and the batch is stirred at RT for 17 h. Water and 2 N hydrochloric acid are added to the mixture, and the batch is extracted with MTBE. The combined organic phases are washed ... Reactants: C(C)(C)(C)OC([C@H](CN1C2=NC=NC(=C2N=C1)N1CCC(CC1)C1=NC=2NCCCC2C=C1)NC(=O)OCC1=CC=CC=C1)=O ((2S)-2-Benzyloxycarbonylamino-3-(6-(4-(5,6,7,8-tetrahydro-[1,8]naphthyridin-2-yl)-piperidin-1-yl)-purin-9-yl)-propionic acid tert-butyl ester), FC(C(=O)O)(F)F (trifluoroacetic acid). The solvent is ClCCl (dichloromethane). Run at time 6 hour. Yields the product C(C1=CC=CC=C1)OC(=O)N[C@H](C(=O)O)CN1C2=NC=NC(=C2N=C1)N1CCC(CC1)C1=NC=2NCCCC2C=C1 ((2S)-2-Benzyloxycarbonylamino-3-(6-(4-(5,6,7,8-tetrahydro-[1,8]naphthyridin-2-yl)-piperidin-1-yl)-purin-9-yl)-propionic acid). RXN SMILES: C([O:5][C:6](=[O:45])[C@@H:7]([NH:34][C:35]([O:37][CH2:38][C:39]1[CH:44]=[CH:43][CH:42]=[CH:41][CH:40]=1)=[O:36])[CH2:8][N:9]1[CH:17]=[N:16][C:15]2[C:10]1=[N:11][CH:12]=[N:13][C:14]=2[N:18]1[CH2:23][CH2:22][CH:21]([C:24]2[CH:33]=[CH:32][C:31]3[CH2:30][CH2:29][CH2:28][NH:27][C:26]=3[N:25]=2)[CH2:20][CH2:19]1)(C)(C)C.FC(F)(F)C(O)=O>ClCCl>[CH2:38]([O:37][C:35]([NH:34][C@@H:7]([CH2:8][N:9]1[CH:17]=[N:16][C:15]2[C:10]1=[N:11][CH:12]=[N:13][C:14]=2[N:18]1[CH2:19][CH2:20][CH:21]([C:24]2[CH:33]=[CH:32][C:31]3[CH2:30][CH2:29][CH2:28][NH:27][C:26]=3[N:25]=2)[CH2:22][CH2:23]1)[C:6]([OH:45])=[O:5])=[O:36])[C:39]1[CH:44]=[CH:43][CH:42]=[CH:41][CH:40]=1. Procedure details: 219 mg of the compound of step d) were dissolved in 12 ml of dichloromethane and 2 ml trifluoroacetic acid were added under stirring at ambient temperature. After 6 hours the reaction was complete. The solvents were removed in vacuo. The residue was mixed with toluene and this mixture was again evaporated. The resulting resin was triturated with diethylether. After filtration 210 mg of a faint yellow solid were isolated. MS (ES+): m/e=557.2 (M+H)+.